From a dataset of the Open Reaction Database (ORD), a public repository of structured organic reaction records. describe an organic reaction: reactants, conditions, products, and yield Starting materials: O=C([O-])[O-], Cc1ccccc1, CCO, [Cs+], [Cs+], Nc1nc(I)nc2c1ncn2C1OC(CO)C(O)C1O, c1ccc(P(c2ccccc2)(c2ccccc2)[Pd](P(c2ccccc2)(c2ccccc2)c2ccccc2)(P(c2ccccc2)(c2ccccc2)c2ccccc2)P(c2ccccc2)(c2ccccc2)c2ccccc2)cc1, OB(O)c1cc2ccccc2o1. Yields the product Nc1nc(-c2cc3ccccc3o2)nc2c1ncn2C1OC(CO)C(O)C1O. RXN SMILES: [C:33](=[O:34])([O-:35])[O-:36].[CH3:39][c:40]1[cH:41][cH:42][cH:43][cH:44][cH:45]1.[CH3:46][CH2:47][OH:48].[Cs+:37].[Cs+:38].[I:1][c:2]1[n:3][c:4]([NH2:20])[c:5]2[n:6][cH:7][n:8]([CH:9]3[CH:10]([OH:11])[CH:12]([OH:13])[CH:14]([CH2:15][OH:16])[O:17]3)[c:18]2[n:19]1.[cH:49]1[cH:50][cH:51][c:52]([P:53]([Pd:54]([P:55]([c:56]2[cH:57][cH:58][cH:59][cH:60][cH:61]2)([c:62]2[cH:63][cH:64][cH:65][cH:66][cH:67]2)[c:68]2[cH:69][cH:70][cH:71][cH:72][cH:73]2)([P:74]([c:75]2[cH:76][cH:77][cH:78][cH:79][cH:80]2)([c:81]2[cH:82][cH:83][cH:84][cH:85][cH:86]2)[c:87]2[cH:88][cH:89][cH:90][cH:91][cH:92]2)[P:93]([c:94]2[cH:95][cH:96][cH:97][cH:98][cH:99]2)([c:100]2[cH:101][cH:102][cH:103][cH:104][cH:105]2)[c:106]2[cH:107][cH:108][cH:109][cH:110][cH:111]2)([c:112]2[cH:113][cH:114][cH:115][cH:116][cH:117]2)[c:118]2[cH:119][cH:120][cH:121][cH:122][cH:123]2)[cH:124][cH:125]1.[o:21]1[c:22]([B:30]([OH:31])[OH:32])[cH:23][c:24]2[c:25]1[cH:26][cH:27][cH:28][cH:29]2>>[c:2]1(-[c:22]2[o:21][c:25]3[c:24]([cH:23]2)[cH:29][cH:28][cH:27][cH:26]3)[n:3][c:4]([NH2:20])[c:5]2[n:6][cH:7][n:8]([CH:9]3[CH:10]([OH:11])[CH:12]([OH:13])[CH:14]([CH2:15][OH:16])[O:17]3)[c:18]2[n:19]1. Starting materials: ClC=1C=C(C=CC1Cl)N(C(=O)NC)O (1-(3,4-dichlorophenyl)-1-hydroxy-3-methylurea), C(C)(C)O (isopropyl alcohol), ClC(=O)OCC (Ethyl chloroformate). Run in N1=CC=CC=C1 (pyridine). Product: ClC=1C=C(C=CC1Cl)N(C(=O)NC)OC(=O)OCC (1-(3,4-dichlorophenyl)-1-ethoxycarbonyloxy-3-methylurea). As a reaction SMILES: [Cl:1][C:2]1[CH:3]=[C:4]([N:9]([OH:14])[C:10]([NH:12][CH3:13])=[O:11])[CH:5]=[CH:6][C:7]=1[Cl:8].C(O)(C)C.Cl[C:20]([O:22][CH2:23][CH3:24])=[O:21]>N1C=CC=CC=1>[Cl:1][C:2]1[CH:3]=[C:4]([N:9]([O:14][C:20]([O:22][CH2:23][CH3:24])=[O:21])[C:10]([NH:12][CH3:13])=[O:11])[CH:5]=[CH:6][C:7]=1[Cl:8]. Procedure: A solution of 1-(3,4-dichlorophenyl)-1-hydroxy-3-methylurea (15 grams; 0.06 mol) is isopropyl alcohol (50 ml), and pyridine (7 ml) were charged into a glass reaction vessel equipped with a mechanical stirrer. Ethyl chloroformate (7 ml; 0.09 mol) was then slowly added, with stirring, at a temperature of 10° to 15°C. After the addition was completed stirring was continued for an additional period of about one-half hour resulting in the formation of a precipitate. After this time, the reaction mixt... The reactants are CC(C)(C)c1cc(C(=O)c2cc[nH]c2)cc(C(C)(C)C)c1O, CCI, CN(C)C=O, [H-], [Na+]. Product: CCn1ccc(C(=O)c2cc(C(C)(C)C)c(O)c(C(C)(C)C)c2)c1. RXN SMILES: [C:1]([CH3:2])([CH3:3])([CH3:4])[c:5]1[cH:6][c:7]([C:8](=[O:9])[c:10]2[cH:11][nH:12][cH:13][cH:14]2)[cH:15][c:16]([C:19]([CH3:20])([CH3:21])[CH3:22])[c:17]1[OH:18].[CH2:25]([CH3:26])[I:27].[CH3:28][N:29]([CH3:30])[CH:31]=[O:32].[H-:23].[Na+:24]>>[C:1]([CH3:2])([CH3:3])([CH3:4])[c:5]1[cH:6][c:7]([C:8](=[O:9])[c:10]2[cH:11][n:12]([CH2:25][CH3:26])[cH:13][cH:14]2)[cH:15][c:16]([C:19]([CH3:20])([CH3:21])[CH3:22])[c:17]1[OH:18]. Starting materials: COC1=C(CN2CC(CC2=O)C(=O)O)C=CC(=C1)OC (1-(2,4-dimethoxybenzyl)-5-oxopyrrolidine-3-carboxylic acid), C1(=CC=CC=C1)OC (anisole). Solvent: FC(C(=O)O)(F)F (trifluoroacetic acid). Conditions: temperature 80 celsius, time 5 hour. Yields the product O=C1CC(CN1)C(=O)O (5-oxopyrrolidine-3-carboxylic acid). Yield: 75.0%. Reaction SMILES: COC1C=C(OC)C=CC=1C[N:6]1[C:10](=[O:11])[CH2:9][CH:8]([C:12]([OH:14])=[O:13])[CH2:7]1.C1(OC)C=CC=CC=1>FC(F)(F)C(O)=O>[O:11]=[C:10]1[NH:6][CH2:7][CH:8]([C:12]([OH:14])=[O:13])[CH2:9]1. Procedure: To an optically active compound of 1-(2,4-dimethoxybenzyl)-5-oxopyrrolidine-3-carboxylic acid (14.3 g) were added anisole (8.4 ml) and trifluoroacetic acid (100 ml), and the mixture was stirred at 80° C. for 5 hours. This reaction solution was cooled to room temperature, and concentrated under reduced pressure. To the resulting residue was added diisopropyl ether (100 ml), and the mixture was stirred at room temperature. The insoluble substance was collected by filtration, washed with diisopropy... Starting materials: suspension, [H-].[Na+] (NaH), oil, COC(=O)CP(=O)(OC)OC (trimethyl phosphonoacetate), OC1=CC=C(C=C1)C1CCC(CC1)=O (4-(4-hydroxyphenyl)cyclohexanone), O (water). The solvent is O1CCCC1 (tetrahydrofuran), O1CCCC1 (tetrahydrofuran). Reaction conditions: time 5 hour. Yields the product COC(C=C1CCC(CC1)C1=CC=C(C=C1)O)=O ([4-(4-hydroxyphenyl)cyclohexylidene]acetic acid methyl ester). Yield: 97.8%. As a reaction SMILES: [H-].[Na+].[CH3:3][O:4][C:5]([CH2:7]P(OC)(OC)=O)=[O:6].[OH:14][C:15]1[CH:20]=[CH:19][C:18]([CH:21]2[CH2:26][CH2:25][C:24](=O)[CH2:23][CH2:22]2)=[CH:17][CH:16]=1.O>O1CCCC1>[CH3:3][O:4][C:5](=[O:6])[CH:7]=[C:24]1[CH2:23][CH2:22][CH:21]([C:18]2[CH:19]=[CH:20][C:15]([OH:14])=[CH:16][CH:17]=2)[CH2:26][CH2:25]1 |f:0.1|. Procedure details: 60% suspension mixed with NaH mineral oil (7.6 g, 0.19 mol) was added to trimethyl phosphonoacetate (22.8 mL, 0.15 mol) solution dissolved in anhydrous tetrahydrofuran (655 mL) under 0° C. nitrogen gas. 4-(4-hydroxyphenyl)cyclohexanone (25 g, 0.13 mol) solution dissolved in tetrahydrofuran (525 mL) was slowly added thereto at 25° C. Then, the reaction mixture was stirred at room temperature for 5 hours, cooled with water, and extracted with ethyl acetate. The mixed organic phase was washed with ... Starting materials: C1CCCCC1 (cyclohexane), solution, C(C)(=O)OC(C)(C)C (t-butyl acetate), ICCC[Si](OC)(OC)OC (3-iodopropyltrimethoxysilane), [Li+].CC(C)[N-]C(C)C (LDA), teflon. Solvent: C1CCOC1 (THF), C1CCOC1 (THF). Conditions: temperature -78 celsius, time 1 hour. Yields the product CO[Si](CCCCC(=O)OC(C)(C)C)(OC)OC (t-butyl [3-(trimethoxysilyl)propyl]acetate). The yield is 96.4%. RXN SMILES: [Li+].CC([N-]C(C)C)C.C1CCCCC1.[C:15]([O:18][C:19]([CH3:22])([CH3:21])[CH3:20])(=[O:17])[CH3:16].I[CH2:24][CH2:25][CH2:26][Si:27]([O:32][CH3:33])([O:30][CH3:31])[O:28][CH3:29]>C1COCC1>[CH3:29][O:28][Si:27]([O:32][CH3:33])([O:30][CH3:31])[CH2:26][CH2:25][CH2:24][CH2:16][C:15]([O:18][C:19]([CH3:22])([CH3:21])[CH3:20])=[O:17] |f:0.1|. Reported procedure: To an 1.5 M solution of LDA.THF in cyclohexane (53.33 mL, 80.00 mmol) and THF (160 mL), cooled to −78° C. in a dry ice/acetone bath, t-butyl acetate (9.29 g, 80.00 mmol) was added dropwise over 15 min. After 1 h at −78° C., 3-iodopropyltrimethoxysilane (23.21 g, 80.00 mmol) was added dropwise over 15 min. The reaction mixture was allowed to stir at −78° C. for 1 h, sealed with a teflon stopper, and kept in a freezer at −15° C. for 3 days. The cold reaction mixture was vacuum filtered through sil... Starting materials: OCC(=O)[C@@H](O)[C@H](O)[C@H](O)CO (fructose), CN(C=O)C (dimethyl formamide), N-glycosyl, E1. The product is CNC[C@H](O)[C@@H](O)[C@H](O)[C@H](O)CO (N-methylglucamine). As a reaction SMILES: [OH:1][CH2:2][C:3]([C@H:5]([C@@H:7]([C@@H:9]([CH2:11]O)[OH:10])[OH:8])[OH:6])=[O:4].[CH3:13][N:14](C)C=O>>[CH3:13][NH:14][CH2:11][C@@H:9]([C@H:7]([C@@H:5]([C@@H:3]([CH2:2][OH:1])[OH:4])[OH:6])[OH:8])[OH:10]. Procedure: 5 g of polifungin and 1.5 g of fructose were suspended in 50 ml of dimethyl formamide and next the procedure was carried out as in the Example IV. 4.4 g of N-methylglucamine salt of N-glycosyl polifungin of E1 cm1% =562 at 304 nm and IC50 =0.46 mcg/ml were obtained. Original antibiotic: E1 cm1% =660 at 304 nm and IC50 =0.16 mcg/ml. Reactants: NC1=CC=C(C=C1)NC(\C=C/C(=O)O)=O ((2Z)-4-[(4-aminophenyl)amino]-4-oxo-2-butenoic acid), [OH-].[Na+] (sodium hydroxide). The solvent is O (water). Reaction conditions: temperature 5 celsius, time 1 hour. Product: NC1=CC=C(C=C1)NC(\C=C/C(=O)[O-])=O.[Na+] (sodium (2Z)-4-[(4-aminophenyl)amino]-4-oxo-2-butenoate). The yield is 76.8%. As a reaction SMILES: [NH2:1][C:2]1[CH:7]=[CH:6][C:5]([NH:8][C:9](=[O:15])/[CH:10]=[CH:11]\[C:12]([OH:14])=[O:13])=[CH:4][CH:3]=1.[OH-].[Na+:17]>O>[NH2:1][C:2]1[CH:3]=[CH:4][C:5]([NH:8][C:9](=[O:15])/[CH:10]=[CH:11]\[C:12]([O-:14])=[O:13])=[CH:6][CH:7]=1.[Na+:17] |f:1.2,4.5|. Procedure: Under a nitrogen atmosphere, into a reaction vessel were charged 15.00 g (138.7 mmol) of 1,4-phenylenediamine and 255 ml of tetrahydrofuran. A solution prepared by dissolving 9.07 g (92.5 mmol) of maleic anhydride in 45 ml of tetrahydrofuran was dropped into this under cooling with ice over a period of about 3 hours, then, the mixture was stirred at room temperature overnight. After completion of the reaction, the deposited crystal was isolated by filtration, washed with 30 ml of tetrahydrofuran... Product: NCC(O)COCc1cccc(Cl)c1. Reactants: [Al+3], [N-]=[N+]=NCC(O)COCc1cccc(Cl)c1, [H-], [H-], [H-], [H-], [Li+], C1CCOC1. RXN SMILES: [Al+3:18].[Cl:1][c:2]1[cH:3][c:4]([CH2:5][O:6][CH2:7][CH:8]([CH2:9][N:10]=[N+:11]=[N-:12])[OH:13])[cH:14][cH:15][cH:16]1.[H-:17].[H-:20].[H-:21].[H-:22].[Li+:19].[O:23]1[CH2:24][CH2:25][CH2:26][CH2:27]1>>[Cl:1][c:2]1[cH:3][c:4]([CH2:5][O:6][CH2:7][CH:8]([CH2:9][NH2:10])[OH:13])[cH:14][cH:15][cH:16]1.